Dataset: the Open Reaction Database (ORD), a public repository of structured organic reaction records. Task: describe an organic reaction: reactants, conditions, products, and yield The reactants are Cl (hydrochloride), CC=1C2=CC=CC=C2C2CNCCC21 (1,3,4,9b-Tetrahydro-5-methyl-2H-indeno[1,2-c]pyridine), C(C1=CC=CC=C1)NC(C=C)=O (N-benzyl acrylamide). Product: C(C1=CC=CC=C1)NC(CCN1CC2C(CC1)=C(C1=CC=CC=C12)C)=O (N-Benzyl-3-(1,3,4,9b-tetrahydro-5-methyl-2H-indeno [1,2-c]pyridin-2-yl) propionic acid amide). Reaction SMILES: [CH3:1][C:2]1[C:3]2[C:8]([CH:9]3[C:14]=1[CH2:13][CH2:12][NH:11][CH2:10]3)=[CH:7][CH:6]=[CH:5][CH:4]=2.[CH2:15]([NH:22][C:23](=[O:26])[CH:24]=[CH2:25])[C:16]1[CH:21]=[CH:20][CH:19]=[CH:18][CH:17]=1.Cl>>[CH2:15]([NH:22][C:23](=[O:26])[CH2:24][CH2:25][N:11]1[CH2:12][CH2:13][C:14]2=[C:2]([CH3:1])[C:3]3[C:8]([CH:9]2[CH2:10]1)=[CH:7][CH:6]=[CH:5][CH:4]=3)[C:16]1[CH:21]=[CH:20][CH:19]=[CH:18][CH:17]=1. Procedure: 1,3,4,9b-Tetrahydro-5-methyl-2H-indeno[1,2-c]pyridine and N-benzyl acrylamide are reacted in accordance with the process described in Example 6. Reaction period 8 hours. M.P. of the hydrochloride of the title compound 211°-212.5° from ethanol (decomp.). Reactants: N1=CC=CC=C1 (pyridine), N1CCCCC1 (piperidine), ClC1=CC=C(C=C1)CC(=O)Cl (4-chlorophenyl acetyl chloride). The solvent is CCOCC (ether), CCOCC (ether), O (water). Yields the product ClC1=CC=C(C=C1)CC(=O)N1CCCCC1 (N-(4-chlorophenylacetyl)piperidine). Reaction SMILES: [N:1]1[CH:6]=[CH:5][CH:4]=[CH:3][CH:2]=1.N1CCCCC1.[Cl:13][C:14]1[CH:19]=[CH:18][C:17]([CH2:20][C:21](Cl)=[O:22])=[CH:16][CH:15]=1>CCOCC.O>[Cl:13][C:14]1[CH:19]=[CH:18][C:17]([CH2:20][C:21]([N:1]2[CH2:6][CH2:5][CH2:4][CH2:3][CH2:2]2)=[O:22])=[CH:16][CH:15]=1. Procedure: A solution of 120 g of dry pyridine, 103.2 g of piperidine and 1.5 liters of dry ether was stirred vigorously as 215.7 g of freshly distilled 4-chlorophenyl acetyl chloride in 250 ml of ether was added dropwise. After 4 hours the mixture was diluted with one liter of water and the organic phase collected. The aqueous phase was extracted with ether and the ether phases were combined, washed successively with 0.1N hydrochloric acid twice, 5% sodium hydroxide twice, saturated sodium chloride twice,... The solvent is C(C)O (ethanol). Yield: 65.7%. Yields the product NC=1SC=C(N1)CC(NC1=CC(=CC=C1)C(F)(F)F)=O (2-AMINO-4-(3-TRIFLUOROMETHYLPHENYLCARBAMOYLMETHYL)THIAZOLE). Reactants: BrCC(CC(=O)NC1=CC(=CC=C1)C(F)(F)F)=O (4-bromo-3'-trifluoromethylacetoacetanilide), NC(=S)N (thiourea), O (water), NC(=S)N (thiourea). Reaction SMILES: Br[CH2:2][C:3](=O)[CH2:4][C:5]([NH:7][C:8]1[CH:13]=[CH:12][CH:11]=[C:10]([C:14]([F:17])([F:16])[F:15])[CH:9]=1)=[O:6].[NH2:19][C:20]([NH2:22])=[S:21].O>C(O)C>[NH2:22][C:20]1[S:21][CH:2]=[C:3]([CH2:4][C:5](=[O:6])[NH:7][C:8]2[CH:13]=[CH:12][CH:11]=[C:10]([C:14]([F:17])([F:16])[F:15])[CH:9]=2)[N:19]=1. Procedure details: A solution of 31.1 g (0.096 mole) of 4-bromo-3'-trifluoromethylacetoacetanilide in 130 ml of absolute ethanol was carefully mixed with 8.4 g (0.11 mole) of thiourea. As the thiourea dissolved, the temperature of the solution increased from 23° to 38°. After the exothermic reaction had subsided, the solution was refluxed for four hours and poured into 130 ml of water. A small quantity of insoluble material was removed by filtration and the filtrate was made basic (pH 9) with ammonium hydroxide. S... Starting materials: [OH-].[Na+] (NaOH), O[C@H]1CN(CC1)C1=NC=C(C(=O)OC)C=C1C1=CC=NN1C1OCCCC1 (methyl 6-((R)-3-hydroxypyrrolidin-1-yl)-5-(1-(tetrahydro-2H-pyran-2-yl)-1H-pyrazol-5-yl)nicotinate). Solvent: CO (MeOH). Conditions: time 14 hour. Yields the product O[C@H]1CN(CC1)C1=NC=C(C(=O)O)C=C1C1=CC=NN1C1OCCCC1 (6-((R)-3-Hydroxypyrrolidin-1-yl)-5-(1-(tetrahydro-2H-pyran-2-yl)-1H-pyrazol-5-yl)nicotinic acid). Reaction SMILES: [OH-].[Na+].[OH:3][C@@H:4]1[CH2:8][CH2:7][N:6]([C:9]2[C:18]([C:19]3[N:23]([CH:24]4[CH2:29][CH2:28][CH2:27][CH2:26][O:25]4)[N:22]=[CH:21][CH:20]=3)=[CH:17][C:12]([C:13]([O:15]C)=[O:14])=[CH:11][N:10]=2)[CH2:5]1>CO>[OH:3][C@@H:4]1[CH2:8][CH2:7][N:6]([C:9]2[C:18]([C:19]3[N:23]([CH:24]4[CH2:29][CH2:28][CH2:27][CH2:26][O:25]4)[N:22]=[CH:21][CH:20]=3)=[CH:17][C:12]([C:13]([OH:15])=[O:14])=[CH:11][N:10]=2)[CH2:5]1 |f:0.1|. Reported procedure: Aq. NaOH (180 mL of 2.6 M) was added to a solution of methyl 6-((R)-3-hydroxypyrrolidin-1-yl)-5-(1-(tetrahydro-2H-pyran-2-yl)-1H-pyrazol-5-yl)nicotinate (Stage 9.5, 111 g, 299 mmol) in MeOH (270 mL) and the RM was stirred at RT for 14 h. The MeOH was evaporated off under reduced pressure and the aq. residue was treated with brine (90 mL), extracted with MeTHF twice (540 mL+360 mL) and the combined organic layers were washed with water (90 mL). MeTHF was added to the combined aq. layers, the biph... Reactants: BrC=1C(N(C(N(C1C)CC1=C(C=CC=C1C(F)(F)F)F)=O)C[C@@H](C1=CC=CC=C1)NC(=O)OC(C)(C)C)=O (5-bromo-1-[2-fluoro-6-(trifluoromethyl)benzyl]-6-methyl-3-[2(R)-tert-butoxycarbonylamino-2-phenylethyl]-pyrimidine-2,4(1H,3H)-dione). The solvent is C(Cl)Cl.C(=O)(C(F)(F)F)O (CH2Cl2 TFA). Run at time 2 hour. Yields the product BrC=1C(N(C(N(C1C)CC1=C(C=CC=C1C(F)(F)F)F)=O)C[C@@H](C1=CC=CC=C1)N)=O (5-bromo-1-[2-fluoro-6-(trifluoromethyl)benzyl]-6-methyl-3-[2(R)-amino-2-phenylethyl]-pyrimidine-2,4(1H,3H)-dione). RXN SMILES: [Br:1][C:2]1[C:3](=[O:38])[N:4]([CH2:22][C@H:23]([NH:30]C(OC(C)(C)C)=O)[C:24]2[CH:29]=[CH:28][CH:27]=[CH:26][CH:25]=2)[C:5](=[O:21])[N:6]([CH2:9][C:10]2[C:15]([C:16]([F:19])([F:18])[F:17])=[CH:14][CH:13]=[CH:12][C:11]=2[F:20])[C:7]=1[CH3:8]>C(Cl)Cl.C(O)(C(F)(F)F)=O>[Br:1][C:2]1[C:3](=[O:38])[N:4]([CH2:22][C@H:23]([NH2:30])[C:24]2[CH:29]=[CH:28][CH:27]=[CH:26][CH:25]=2)[C:5](=[O:21])[N:6]([CH2:9][C:10]2[C:15]([C:16]([F:19])([F:18])[F:17])=[CH:14][CH:13]=[CH:12][C:11]=2[F:20])[C:7]=1[CH3:8] |f:1.2|. Procedure: 5-Bromo-1-[2-fluoro-6-(trifluoromethyl)benzyl]-6-methyl-3-[2(R)-tert-butoxycarbonylamino-2-phenylethyl]-pyrimidine-2,4(1H,3H)-dione 1e was dissolved in 20 mL/20 mL CH2Cl2/TFA. The resulting yellow solution was stirred at room temperature for 2 hours. The volatiles were evaporated and the residue was partitioned between EtOAc/sat. NaHCO3. The organic phase was dried over Na2SO4. Evaporation gave 2a as a yellow oil.